From a dataset of the Open Reaction Database (ORD), a public repository of structured organic reaction records. describe an organic reaction: reactants, conditions, products, and yield Reactants: C1(CC1)B(O)O (cyclopropylboronic acid), C1(CCCCC1)P(C1CCCCC1)C1CCCCC1 (tricyclohexylphosphine), P(=O)([O-])([O-])[O-].[K+].[K+].[K+] (potassium phosphate), BrC1=CC2=C(N(C(=N2)CN(C(OC(C)(C)C)=O)C)COC)C=C1 (tert-butyl {[5-bromo-1-(methoxymethyl)-1H-benzimidazol-2-yl]methyl}methylcarbamate), BrC=1C=CC2=C(N(C(=N2)CN(C(OC(C)(C)C)=O)C)COC)C1 (tert-butyl {[6-bromo-1-(methoxymethyl)-1H-benzimidazol-2-yl]methyl}methylcarbamate). The reagents and catalysts are C(C)(=O)[O-].[Pd+2].C(C)(=O)[O-] (palladium (II) acetate). Solvent: C1(=CC=CC=C1)C.O (toluene water), CCOC(=O)C (EtOAc). Conditions: temperature 100 celsius, time 8 hour. The product is C1(CC1)C1=CC2=C(N(C(=N2)CN(C(OC(C)(C)C)=O)C)COC)C=C1 (tert-butyl {[5-cyclopropyl-1-(methoxymethyl)-1H-benzimidazol-2-yl]methyl}methylcarbamate). Reaction SMILES: Br[C:2]1[CH:23]=[CH:22][C:5]2[N:6]([CH2:19][O:20][CH3:21])[C:7]([CH2:9][N:10]([CH3:18])[C:11](=[O:17])[O:12][C:13]([CH3:16])([CH3:15])[CH3:14])=[N:8][C:4]=2[CH:3]=1.BrC1C=CC2N=C(CN(C)C(=O)O[C:37]([CH3:40])(C)[CH3:38])N(COC)C=2C=1.C1(B(O)O)CC1.C1(P(C2CCCCC2)C2CCCCC2)CCCCC1.P([O-])([O-])([O-])=O.[K+].[K+].[K+]>CCOC(C)=O.C([O-])(=O)C.[Pd+2].C([O-])(=O)C.C1(C)C=CC=CC=1.O>[CH:40]1([C:2]2[CH:23]=[CH:22][C:5]3[N:6]([CH2:19][O:20][CH3:21])[C:7]([CH2:9][N:10]([CH3:18])[C:11](=[O:17])[O:12][C:13]([CH3:16])([CH3:15])[CH3:14])=[N:8][C:4]=3[CH:3]=2)[CH2:37][CH2:38]1 |f:4.5.6.7,9.10.11,12.13|. Procedure: To a mixture of a mixture (1.25 g) of tert-butyl {[5-bromo-1-(methoxymethyl)-1H-benzimidazol-2-yl]methyl}methylcarbamate and tert-butyl {[6-bromo-1-(methoxymethyl)-1H-benzimidazol-2-yl]methyl}methylcarbamate and toluene/water (20/1, 26.3 mL) were added cyclopropylboronic acid (840 mg), palladium (II) acetate (146 mg), tricyclohexylphosphine (365 mg), and potassium phosphate (4.14 g), followed by heating and stirring at 100° C. overnight. The reaction mixture was diluted with EtOAc, and washed wi... Reactants: C1(CCCCC1)N(C(NC=1SC(=CN1)S(=O)(=O)NCC(=O)O)=O)C1CCCCC1 ([2-(3,3-dicyclohexyl-ureido)-thiazole-5-sulfonylamino]-acetic acid), C1(CCCCC1)N[C@@H]1CC[C@H](CC1)C (cyclohexyl-(trans-4-methyl-cyclohexyl)-amine), C(C)OC(CCNS(=O)(=O)C1=CN=C(S1)N)=O (3-(2-amino-thiazole-5-sulfonylamino)-propionic acid ethyl ester). Product: C1(CCCCC1)N(C(NC=1SC(=CN1)S(=O)(=O)NCCC(=O)O)=O)[C@@H]1CC[C@H](CC1)C (3-{2-[3-Cyclohexyl-3-(trans-4-methyl-cyclohexyl)-ureido]-thiazole-5-sulfonylamino}-propionic acid). Reaction SMILES: [CH:1]1([N:7]([CH:24]2[CH2:29][CH2:28][CH2:27][CH2:26][CH2:25]2)[C:8](=[O:23])[NH:9][C:10]2[S:11][C:12]([S:15]([NH:18]CC(O)=O)(=[O:17])=[O:16])=[CH:13][N:14]=2)[CH2:6][CH2:5][CH2:4][CH2:3][CH2:2]1.[CH:30]1(N[C@H]2CC[C@H](C)CC2)CCCCC1.C([O:46][C:47](=[O:60])[CH2:48][CH2:49]NS(C1SC(N)=NC=1)(=O)=O)C>>[CH:24]1([N:7]([C@H:1]2[CH2:6][CH2:5][C@H:4]([CH3:30])[CH2:3][CH2:2]2)[C:8](=[O:23])[NH:9][C:10]2[S:11][C:12]([S:15]([NH:18][CH2:49][CH2:48][C:47]([OH:60])=[O:46])(=[O:17])=[O:16])=[CH:13][N:14]=2)[CH2:29][CH2:28][CH2:27][CH2:26][CH2:25]1. Reported procedure: Prepared in a similar manner to [2-(3,3-dicyclohexyl-ureido)-thiazole-5-sulfonylamino]-acetic acid via cyclohexyl-(trans-4-methyl-cyclohexyl)-amine and 3-(2-amino-thiazole-5-sulfonylamino)-propionic acid ethyl ester to give the title compound. Starting materials: Cl (HCl), C(C)(=O)C=1C=CC(=C(C1)S(=O)(=O)N)OCC (5-Acetyl-2-ethoxybenzenesulfonamide), COC1=NC(=NC(=C1)OC)NC(OC1=CC=CC=C1)=O (4,6-dimethoxy-2-pyrimidinylcarbamic acid, phenyl ester), C1CCC2=NCCCN2CC1 (DBU). Solvent: O (water), C(C)#N (acetonitrile). Conditions: time 1 hour. Yields the product C(C)(=O)C=1C=CC(=C(C1)S(=O)(=O)NC(=O)NC1=NC(=CC(=N1)OC)OC)OCC (5-Acetyl-N-((4,6-dimethoxypyrimidin-2-yl)aminocarbonyl)-2-ethoxybenzenesulfonamide). Isolated yield 77.4%. RXN SMILES: [C:1]([C:4]1[CH:5]=[CH:6][C:7]([O:14][CH2:15][CH3:16])=[C:8]([S:10]([NH2:13])(=[O:12])=[O:11])[CH:9]=1)(=[O:3])[CH3:2].[CH3:17][O:18][C:19]1[CH:24]=[C:23]([O:25][CH3:26])[N:22]=[C:21]([NH:27][C:28](=O)[O:29]C2C=CC=CC=2)[N:20]=1.C1CCN2C(=NCCC2)CC1.Cl>C(#N)C.O>[C:1]([C:4]1[CH:5]=[CH:6][C:7]([O:14][CH2:15][CH3:16])=[C:8]([S:10]([NH:13][C:28]([NH:27][C:21]2[N:20]=[C:19]([O:18][CH3:17])[CH:24]=[C:23]([O:25][CH3:26])[N:22]=2)=[O:29])(=[O:11])=[O:12])[CH:9]=1)(=[O:3])[CH3:2]. Procedure details: To a stirred suspension of 0.2 g of the compound from Example 8, 0.23 g of 4,6-dimethoxy-2-pyrimidinylcarbamic acid, phenyl ester in 10 ml of dry acetonitrile was added 127 μl of DBU. After being stirred for 1 hr. the mixture was treated with 40 ml of water and 1N HCl in a dropwise manner until the pH was 3. The precipitate was filtered off and washed with water and ether/hexane (1/1), to give 0.27 g of a solid, m.p. 192°-193° C.; Yields the product C1COC2(CC3=CC[C@H]4[C@@H]5C=CC([C@@]5(C)CC[C@@H]4[C@]3(CC2)C)=O)O1 (5,15-Androstadien-3,17-dione 3-Ethyleneketal). Run at time 20 minute. Procedure details: Under argon atmosphere, a solution of 5-androsten-3,17-dione 3-ethyleneketal 10 (4.95 g, 0.0150 mol) in anhydrous THF (150 mL) was cooled at 0° C. and treated with 1.0 M solution of lithium bis(trimethylsilyl)amide in THF (18 mL, 0.018 mol). The solution was stirred 20 min at room temperature, cooled at −78° C., and treated with chlorotrimethylsilane (2.24 mL, 0.0176 mol). The reaction was allowed to warm to room temperature, then evaporated. The residue was diluted with dichloromethane, washed ... Reagents/catalysts: C(C)(=O)[O-].[Pd+2].C(C)(=O)[O-] (palladium acetate). Isolated yield 70.8%. The solvent is ClCCl.C(C)#N (dichloromethane acetonitrile), C1CCOC1 (THF), C1CCOC1 (THF). Starting materials: CCOCC (ether), Cl[Si](C)(C)C (chlorotrimethylsilane), C1COC2(CC3=CC[C@H]4[C@@H]5CCC([C@@]5(C)CC[C@@H]4[C@]3(CC2)C)=O)O1 (5-androsten-3,17-dione 3-ethyleneketal), solution, C[Si](C)(C)[N-][Si](C)(C)C.[Li+] (lithium bis(trimethylsilyl)amide). Reaction SMILES: [CH2:1]1[O:24][C:4]2([CH2:21][CH2:20][C@@:19]3([CH3:22])[C:6](=[CH:7][CH2:8][C@@H:9]4[C@@H:18]3[CH2:17][CH2:16][C@@:14]3([CH3:15])[C@H:10]4[CH2:11][CH2:12][C:13]3=[O:23])[CH2:5]2)[O:3][CH2:2]1.C[Si]([N-][Si](C)(C)C)(C)C.[Li+].Cl[Si](C)(C)C.CCOCC>C1COCC1.C([O-])(=O)C.[Pd+2].C([O-])(=O)C.ClCCl.C(#N)C>[CH2:2]1[O:3][C:4]2([CH2:21][CH2:20][C@@:19]3([CH3:22])[C:6](=[CH:7][CH2:8][C@@H:9]4[C@@H:18]3[CH2:17][CH2:16][C@@:14]3([CH3:15])[C@H:10]4[CH:11]=[CH:12][C:13]3=[O:23])[CH2:5]2)[O:24][CH2:1]1 |f:1.2,6.7.8,9.10|. The reactants are N#CCCC(CC(=O)O)C(=O)O, CN1C(=O)OCC1Cc1ccccc1, CO, ClC(Cl)Cl. Yields the product NCCCC(CC(=O)O)C(=O)O, CN1C(=O)OCC1Cc1ccccc1. RXN SMILES: [C:1](#[N:2])[CH2:3][CH2:4][CH:5]([C:6](=[O:7])[OH:8])[CH2:9][C:10](=[O:11])[OH:12].[CH3:13][N:14]1[C:15](=[O:26])[O:16][CH2:17][CH:18]1[CH2:19][c:20]1[cH:21][cH:22][cH:23][cH:24][cH:25]1.[CH3:27][OH:28].[Cl:29][CH:30]([Cl:31])[Cl:32]>>[CH2:1]([NH2:2])[CH2:3][CH2:4][CH:5]([C:6](=[O:7])[OH:8])[CH2:9][C:10](=[O:11])[OH:12].[CH3:13][N:14]1[C:15](=[O:26])[O:16][CH2:17][CH:18]1[CH2:19][c:20]1[cH:21][cH:22][cH:23][cH:24][cH:25]1. Starting materials: ClCC1=NC(=CC=C1)SC1CCC1 (2-Chloromethyl-6-cyclobutylsulfanyl-pyridine), COC(=O)C1C(C1)C1=CC(=C(C(=C1)F)O)F (2-(3,5-difluoro-4-hydroxy-phenyl)-cyclopropane carboxylic acid methyl ester). Product: C1(CCC1)SC1=CC=CC(=N1)COC1=C(C=C(C=C1F)C1C(C1)C(=O)O)F (2-[4-(6-cyclobutylsulfanyl-pyridin-2-ylmethoxy)-3,5-difluoro-phenyl]-cyclopropane carboxylic acid). The yield is 88.0%. Reaction SMILES: Cl[CH2:2][C:3]1[CH:8]=[CH:7][CH:6]=[C:5]([S:9][CH:10]2[CH2:13][CH2:12][CH2:11]2)[N:4]=1.C[O:15][C:16]([CH:18]1[CH2:20][CH:19]1[C:21]1[CH:26]=[C:25]([F:27])[C:24]([OH:28])=[C:23]([F:29])[CH:22]=1)=[O:17]>>[CH:10]1([S:9][C:5]2[N:4]=[C:3]([CH2:2][O:28][C:24]3[C:23]([F:29])=[CH:22][C:21]([CH:19]4[CH2:20][CH:18]4[C:16]([OH:17])=[O:15])=[CH:26][C:25]=3[F:27])[CH:8]=[CH:7][CH:6]=2)[CH2:13][CH2:12][CH2:11]1. Procedure details: 2-Chloromethyl-6-cyclobutylsulfanyl-pyridine (0.018 g, 0.08 mmol) obtained in Step C of Preparation Example 37 and 2-(3,5-difluoro-4-hydroxy-phenyl)-cyclopropane carboxylic acid methyl ester (more polar) (0.020 g, 0.08 mmol) obtained in Step C of Preparation Example 60 were used to react sequentially in the same manner as in Steps A and B of Example 1 to obtain the title compound (0.030 g, 88%). Reactants: CC(C=C)(C)C1=CC=C(C=C1)C=1OC=CC1 (2-[4-(1,1-dimethyl-allyl)-phenyl]-furan), C1CCOC1 (THF), [OH-].[Na+] (NaOH), OO (H2O2). The solvent is CCOCC (ether). Run at temperature 20 celsius, time 1 hour. Product: O1C(=CC=C1)C1=CC=C(C=C1)C(CCO)(C)C (3-(4-furan-2-yl-phenyl)-3-methyl-butan-1-ol). Reaction SMILES: [CH3:1][C:2]([C:6]1[CH:11]=[CH:10][C:9]([C:12]2[O:13][CH:14]=[CH:15][CH:16]=2)=[CH:8][CH:7]=1)([CH3:5])[CH:3]=[CH2:4].C1C[O:20]CC1.[OH-].[Na+].OO>CCOCC>[O:13]1[CH:14]=[CH:15][CH:16]=[C:12]1[C:9]1[CH:10]=[CH:11][C:6]([C:2]([CH3:1])([CH3:5])[CH2:3][CH2:4][OH:20])=[CH:7][CH:8]=1 |f:2.3|. Procedure details: To a cooled solution (0° C.) of 2-[4-(1,1-dimethyl-allyl)-phenyl]-furan (424 mg, 2 mmol) (reference example 51)in THF (4 mL) is added dropwise (1M)borane-THF complex (2.2 mL, 2.2 mmol) and the resulting mixture stirred for 1 hour. To the mixture is added 10% NaOH (1.5 mL) and 30 wt % H2O2 (1.5 mL) and stirred for 1 hour while allowing to warm to 20° C. The mixture is diluted with ether, washed with water and brine, dried over MgSO4 and concentrated. The residue is purified by flash chromatograph... Starting materials: Cl, Clc1ccccc1, Sc1nc2ccc(Cl)cc2o1, [K]. As a reaction SMILES: [Cl:13].[Cl:14][c:15]1[cH:16][cH:17][cH:18][cH:19][cH:20]1.[Cl:1][c:2]1[cH:3][c:4]2[c:5]([n:6][c:7]([SH:9])[o:8]2)[cH:10][cH:11]1.[K:12]>>[Cl:1][c:2]1[cH:3][c:4]2[c:5]([n:6][c:7]([Cl:14])[o:8]2)[cH:10][cH:11]1. The product is Clc1ccc2nc(Cl)oc2c1.